This data is from the Open Reaction Database (ORD), a public repository of structured organic reaction records. The task is: describe an organic reaction: reactants, conditions, products, and yield Starting materials: COC1OC(CC1)OC (2,5-dimethoxy-tetrahydrofuran), Cl (hydrochloric acid), NC1=CC2=C(C(C(O2)=O)C)C=C1C (6-amino-3,5-dimethylbenzofuran-2-(3H)-one). Solvent: O1CCOCC1 (dioxane). Product: CC1C(OC2=C1C=C(C(=C2)N2C=CC=C2)C)=O (3,5-dimethyl-6-(pyrrol-1-yl)-benzofuran-2(3H)-one). Reaction SMILES: [NH2:1][C:2]1[C:12]([CH3:13])=[CH:11][C:5]2[CH:6]([CH3:10])[C:7](=[O:9])[O:8][C:4]=2[CH:3]=1.CO[CH:16]1[CH2:20][CH2:19][CH:18](OC)O1.Cl>O1CCOCC1>[CH3:10][CH:6]1[C:5]2[CH:11]=[C:12]([CH3:13])[C:2]([N:1]3[CH:16]=[CH:20][CH:19]=[CH:18]3)=[CH:3][C:4]=2[O:8][C:7]1=[O:9]. Reported procedure: 1.8 g of 6-amino-3,5-dimethylbenzofuran-2-(3H)-one are dissolved in 20 ml of dioxane and, while stirring at room temperature, 2 ml of 2,5-dimethoxy-tetrahydrofuran and 1.4 ml of 37% strength hydrochloric acid are added. After 30 minutes the aqueous phase is removed and the organic phase is concentrated to dryness by evaporation in vacuo. The residue is chromatographed over silica gel with methylene chloride. The resulting pale-yellow oil crystallises from butyl oxide. In this manner 3,5-dimethyl...